Task: describe an organic reaction: reactants, conditions, products, and yield. Dataset: the Open Reaction Database (ORD), a public repository of structured organic reaction records Reactants: OCCN1CCN(CC1)C (1-(2-hydroxyethyl)4-methylpiperazine), ClC1=CC(=C(NC2=NC=NC3=CC(=C(C=C23)OC)O)C=C1)F (4-(4-chloro-2-fluoroanilino)-7-hydroxy-6-methoxy-quinazoline), N(=NC(=O)N1CCCCC1)C(=O)N1CCCCC1 (1,1′-(Azodicarbonyl)dipiperidine), C(CCC)P(CCCC)CCCC (tributylphosphine). Solvent: C(Cl)Cl (methylene chloride), C(Cl)Cl (methylene chloride). Conditions: time 3.5 hour. The product is ClC1=CC(=C(NC2=NC=NC3=CC(=C(C=C23)OC)OCCN2CCN(CC2)C)C=C1)F (4-(4-chloro-2-fluoroanilino)-6-methoxy 7-(2-(4-methylpiperazin-1-yl)ethoxy)quinazoline). Isolated yield 25.3%. Reaction SMILES: [OH:1][CH2:2][CH2:3][N:4]1[CH2:9][CH2:8][N:7]([CH3:10])[CH2:6][CH2:5]1.[Cl:11][C:12]1[CH:31]=[CH:30][C:15]([NH:16][C:17]2[C:26]3[C:21](=[CH:22][C:23](O)=[C:24]([O:27][CH3:28])[CH:25]=3)[N:20]=[CH:19][N:18]=2)=[C:14]([F:32])[CH:13]=1.C(P(CCCC)CCCC)CCC.N(C(N1CCCCC1)=O)=NC(N1CCCCC1)=O>C(Cl)Cl>[Cl:11][C:12]1[CH:31]=[CH:30][C:15]([NH:16][C:17]2[C:26]3[C:21](=[CH:22][C:23]([O:1][CH2:2][CH2:3][N:4]4[CH2:9][CH2:8][N:7]([CH3:10])[CH2:6][CH2:5]4)=[C:24]([O:27][CH3:28])[CH:25]=3)[N:20]=[CH:19][N:18]=2)=[C:14]([F:32])[CH:13]=1. Reported procedure: A solution of 1-(2-hydroxyethyl)4-methylpiperazine (112 mg, 0.78 mmol) in methylene chloride (1 ml) was added to a stirred suspension of 4-(4-chloro-2-fluoroanilino)-7-hydroxy-6-methoxy-quinazoline (225 mg, 0.7 mmol), (prepared as described for the starting material in Example 4), and tributylphosphine (420 mg, 2.1 mmol) in methylene chloride (10 ml). 1,1′-(Azodicarbonyl)dipiperidine (525 mg, 2.1 mmol) was then added in portions to the mixture. The resulting clear, pale yellow solution was stirr... Starting materials: C(C)(C)(C)OC(=O)N1CC(CC1)(C(C)(C)O)NC(=O)C1=CN(C2=NC=C(N=C21)C2CC2)COCC[Si](C)(C)C (3-{[2-cyclopropyl-5-(2-trimethylsilanyl-ethoxymethyl)-5H-pyrrolo[2,3-b]pyrazine-7-carbonyl]-amino}-3-(1-hydroxy-1-methyl-ethyl)-pyrrolidine-1-carboxylic acid tert-butyl ester), FC(C(=O)O)(F)F (Trifluoroacetic acid). The solvent is C(Cl)Cl (CH2Cl2). Conditions: time 2 hour. Yields the product OC(C)(C)C1(CNCC1)NC(=O)C1=CNC2=NC=C(N=C21)C2CC2 (2-cyclopropyl-5H-pyrrolo[2,3-b]pyrazine-7-carboxylic acid [3-(1-hydroxy-1-methyl-ethyl)-pyrrolidin-3-yl]-amide). Isolated yield 53.5%. As a reaction SMILES: C(OC([N:8]1[CH2:12][CH2:11][C:10]([NH:17][C:18]([C:20]2[C:28]3[C:23](=[N:24][CH:25]=[C:26]([CH:29]4[CH2:31][CH2:30]4)[N:27]=3)[N:22](COCC[Si](C)(C)C)[CH:21]=2)=[O:19])([C:13]([OH:16])([CH3:15])[CH3:14])[CH2:9]1)=O)(C)(C)C.FC(F)(F)C(O)=O>C(Cl)Cl>[OH:16][C:13]([C:10]1([NH:17][C:18]([C:20]2[C:28]3[C:23](=[N:24][CH:25]=[C:26]([CH:29]4[CH2:30][CH2:31]4)[N:27]=3)[NH:22][CH:21]=2)=[O:19])[CH2:11][CH2:12][NH:8][CH2:9]1)([CH3:15])[CH3:14]. Procedure: In a 10 mL round-bottomed flask, 3-{[2-cyclopropyl-5-(2-trimethylsilanyl-ethoxymethyl)-5H-pyrrolo[2,3-b]pyrazine-7-carbonyl]-amino}-3-(1-hydroxy-1-methyl-ethyl)-pyrrolidine-1-carboxylic acid tert-butyl ester (118 mg, 0.21 mmol) was dissolved in CH2Cl2 (1 mL). Trifluoroacetic acid (0.8 mL) was added and the light yellow reaction mixture was stirred at room temperature for 2 h then concentrated. The residue was taken up in toluene (3 mL), concentrated and then dried under high vacuum. The residue ... The reactants are BrCC1=C(C(=O)OC)C=CC=C1 (methyl 2-(bromomethyl)benzoate), NC(=S)N (thiourea). The solvent is CO (MeOH). The product is Br.NC(SCC1=C(C(=O)OC)C=CC=C1)=N (methyl 2-({[amino(imino)methyl]thio}methyl)benzoate hydrobromide). Yield: 105697.8%. Reaction SMILES: [Br:1][CH2:2][C:3]1[CH:12]=[CH:11][CH:10]=[CH:9][C:4]=1[C:5]([O:7][CH3:8])=[O:6].[NH2:13][C:14]([NH2:16])=[S:15]>CO>[BrH:1].[NH2:16][C:14](=[NH:13])[S:15][CH2:2][C:3]1[CH:12]=[CH:11][CH:10]=[CH:9][C:4]=1[C:5]([O:7][CH3:8])=[O:6] |f:3.4|. Procedure details: A mixture of the crude bromide from Step 1 (7.2 g, 0.031 mmol) and thiourea (2.6 g, 35 mmol) in MeOH (40 mL) was heated to reflux for 4 h, cooled to room temperature, and concentrated to afford methyl 2-({[amino(imino)methyl]thio}methyl)benzoate hydrobromide (10 g, ca. 100%), which was used without purification. Starting materials: ClC1=C(C(=NC2=CC=CC=C12)C1=CC=CC=C1)C (4-chloro-3-methyl-2-phenylquinoline), CC1(CNC2=CC(=CC=C12)N1CCOCC1)C (3,3-dimethyl-6-morpholinoindoline), CN(C)C=O (DMF), [H-].[Na+] (Sodium hydride), N1=CC=CC2=CC=CC=C12 (quinoline). The solvent is CCOC(=O)C (EtOAc), C([O-])(O)=O.[Na+] (sodium bicarbonate). Conditions: time 12 minute. Product: CC1(CN(C2=CC(=CC=C12)N1CCOCC1)C1=C(C(=NC2=CC=CC=C12)C1=CC=CC=C1)C)C (4-(3,3-dimethyl-6-(4-morpholinyl)-2,3-dihydro-1H-indol-1-yl)-3-methyl-2-phenylquinoline). Reaction SMILES: [CH3:1][C:2]1([CH3:17])[C:10]2[C:5](=[CH:6][C:7]([N:11]3[CH2:16][CH2:15][O:14][CH2:13][CH2:12]3)=[CH:8][CH:9]=2)[NH:4][CH2:3]1.CN(C=O)C.[H-].[Na+].Cl[C:26]1[C:35]2[C:30](=[CH:31][CH:32]=[CH:33][CH:34]=2)[N:29]=[C:28]([C:36]2[CH:41]=[CH:40][CH:39]=[CH:38][CH:37]=2)[C:27]=1[CH3:42].N1C2C(=CC=CC=2)C=CC=1>CCOC(C)=O.C(=O)(O)[O-].[Na+]>[CH3:1][C:2]1([CH3:17])[C:10]2[C:5](=[CH:6][C:7]([N:11]3[CH2:16][CH2:15][O:14][CH2:13][CH2:12]3)=[CH:8][CH:9]=2)[N:4]([C:26]2[C:35]3[C:30](=[CH:31][CH:32]=[CH:33][CH:34]=3)[N:29]=[C:28]([C:36]3[CH:41]=[CH:40][CH:39]=[CH:38][CH:37]=3)[C:27]=2[CH3:42])[CH2:3]1 |f:2.3,7.8|. Procedure: Under a N2 atmosphere, 3,3-dimethyl-6-morpholinoindoline (0.100 g, 0.430 mmol) was dissolved in DMF (2.00 mL, 26.0 mmol). Sodium hydride (0.0227 g, 0.947 mmol) was added and the reaction was stirred at rt for 12 minutes. The reaction was treated with 4-chloro-3-methyl-2-phenylquinoline (0.218 g, 0.861 mmol) and placed in a preheated oil bath at 140° C. for 2 h. LCMS showed no starting quinoline remained. The reaction was diluted with EtOAc and 2% sodium bicarbonate. The organic layer was dried (... The reactants are COC=1C=CC(=C(C1)N)C1CN(CC1)C1=CC(=CC=C1)OC (5-methoxy-2-[1-(3-methoxyphenyl)pyrrolidin-3-yl]phenylamine), Cl.N1(CCCCCC1)CCOC1=CC=C(C(=O)O)C=C1 (4-(2-azepan-1-ylethoxy)benzoic acid hydrochloride), N1(CCCCCC1)CCOC1=CC=C(CNC2=C(C=CC(=C2)OC)C2CN(CC2)C2=CC(=CC=C2)OC)C=C1 ([4-(2-azepan-1-ylethoxy)benzyl]{5-methoxy-2-[1-(3-methoxyphenyl)pyrrolidin-3-yl]phenyl}amine). Product: N1(CCCCCC1)CCOC1=CC=C(CN(C2=C(C=CC(=C2)OC)C2CN(CC2)C2=CC(=CC=C2)OC)CC)C=C1 ([4-(2-azepan-1-ylethoxy)benzyl]ethyl{5-methoxy-2-[1-(3-methoxyphenyl) pyrrolidin-3-yl]phenyl}amine). As a reaction SMILES: COC1C=CC(C2CCN(C3C=CC=C(OC)C=3)C2)=C(N)C=1.Cl.[N:24]1([CH2:31][CH2:32][O:33][C:34]2[CH:42]=[CH:41][C:37]([C:38](O)=O)=[CH:36][CH:35]=2)[CH2:30][CH2:29][CH2:28][CH2:27][CH2:26][CH2:25]1.N1(CCOC2C=C[C:56]([CH2:57][NH:58][C:59]3[CH:64]=[C:63]([O:65][CH3:66])[CH:62]=[CH:61][C:60]=3[CH:67]3[CH2:71][CH2:70][N:69]([C:72]4[CH:77]=[CH:76][CH:75]=[C:74]([O:78][CH3:79])[CH:73]=4)[CH2:68]3)=CC=2)CCCCCC1>>[N:24]1([CH2:31][CH2:32][O:33][C:34]2[CH:42]=[CH:41][C:37]([CH2:38][N:58]([CH2:57][CH3:56])[C:59]3[CH:64]=[C:63]([O:65][CH3:66])[CH:62]=[CH:61][C:60]=3[CH:67]3[CH2:71][CH2:70][N:69]([C:72]4[CH:77]=[CH:76][CH:75]=[C:74]([O:78][CH3:79])[CH:73]=4)[CH2:68]3)=[CH:36][CH:35]=2)[CH2:30][CH2:29][CH2:28][CH2:27][CH2:26][CH2:25]1 |f:1.2|. Reported procedure: Synthesized from 5-methoxy-2-[1-(3-methoxyphenyl)pyrrolidin-3-yl]phenylamine and 4-(2-azepan-1-ylethoxy)benzoic acid hydrochloride according to an analogous synthetic method to Example 152, [4-(2-azepan-1-ylethoxy)benzyl]{5-methoxy-2-[1-(3-methoxyphenyl)pyrrolidin-3-yl]phenyl}amine (202 mg) was used according to an analogous synthetic method to Example 36 to provide [4-(2-azepan-1-ylethoxy)benzyl]ethyl{5-methoxy-2-[1-(3-methoxyphenyl) pyrrolidin-3-yl]phenyl}amine (188 mg). The total amount of th... Reported procedure: To a solution of hydrocortisone (5.12 g, 0.014 mole) and N,N-diethyl-3-oxaglutaramic acid (2.57 g, 0.015 mole) in 15 ml pyridine was added dicyclohexylcarbodiimide (3.06 g, 0.015 mole). After the reaction was stirred 10 minutes, 25 ml CH2CH2 was added to it to keep the suspension which had formed sufficiently fluid for stirring. The reaction was stirred overnight at room temperature then filtered. The residue was washed twice with CH2Cl2 and dried to give 2.6 g (89% yield) dicyclohexylurea. The ... Product: C(=O)(NC1CCCCC1)NC1CCCCC1 (dicyclohexylurea). Yield: 82.8%. The solvent is N1=CC=CC=C1 (pyridine). Reaction SMILES: C[C@@]12[C@H]3[C@@H](O)C[C@]4(C)[C@@](O)(C(CO)=O)CC[C@H]4[C@@H]3CCC1=CC(=[O:6])CC2.C(N(CC)C(=O)COCC(O)=O)C.[CH:40]1([N:46]=[C:47]=[N:48][CH:49]2[CH2:54][CH2:53][CH2:52][CH2:51][CH2:50]2)[CH2:45][CH2:44][CH2:43][CH2:42][CH2:41]1>N1C=CC=CC=1>[C:47]([NH:46][CH:40]1[CH2:41][CH2:42][CH2:43][CH2:44][CH2:45]1)([NH:48][CH:49]1[CH2:54][CH2:53][CH2:52][CH2:51][CH2:50]1)=[O:6]. The reactants are C[C@]12CCC(=O)C=C1CC[C@@H]3[C@@H]2[C@H](C[C@]4([C@H]3CC[C@@]4(C(=O)CO)O)C)O (hydrocortisone), C(C)N(C(COCC(=O)O)=O)CC (N,N-diethyl-3-oxaglutaramic acid), C1(CCCCC1)N=C=NC1CCCCC1 (dicyclohexylcarbodiimide). Reaction conditions: time 10 minute. Starting materials: C(C)C1C(CC(C(C(OC(C2CCCCN2C(C(C2(C(CC(C(C(CC(CC(=C1)C)C)OC)O2)OC)C)O)=O)=O)=O)C(=CC2CC(C(CC2)O)OC)C)C)O[Si](C(C)C)(C(C)C)C(C)C)=O (17-ethyl-1-hydroxy-14-triisopropylsilyloxy-12-[2'-(4"-hydroxy-3"-methoxycyclohexyl)-1'-methylvinyl]-23,25-dimethoxy-13,19,21,27-tetramethyl-11,28-dioxa-4-azatricyclo[22.3.1.04,9 ]-octacos-18-ene-2,3,10,16-tetraone), C(C)(C)N(CC)C(C)C (diisopropylethylamine), [N+](=O)([O-])C1=C(C=CC=C1)S(=O)(=O)Cl (o-nitrobenzenesulfonyl chloride). Reagents/catalysts: CN(C1=CC=NC=C1)C (4-dimethylaminopyridine). The solvent is C(Cl)Cl (MeCl2), C(Cl)Cl (MeCl2). Conditions: time 18 hour. The product is C(C)C1C(CC(C(C(OC(C2CCCCN2C(C(C2(C(CC(C(C(CC(CC(=C1)C)C)OC)O2)OC)C)O)=O)=O)=O)C(=CC2CC(C(CC2)OS(=O)(=O)C2=C(C=CC=C2)[N+](=O)[O-])OC)C)C)O[Si](C(C)C)(C(C)C)C(C)C)=O (17-ethyl-1-hydroxy-14-triisopropylsilyloxy-12-[2'-(4"-o-nitrobenzenesulfonyloxy-3"-methoxycyclohexyl)-1'-methylvinyl]-23,25-dimethoxy-13,19,21,27-tetramethyl-11,28-dioxa-4-azatricyclo[22.3.1.04,9 ]octacos-18-ene-2,3,10,16-tetraone). The yield is 77.7%. As a reaction SMILES: [CH2:1]([CH:3]1[CH:29]=[C:28]([CH3:30])[CH2:27][CH:26]([CH3:31])[CH2:25][CH:24]([O:32][CH3:33])[CH:23]2[O:34][C:19]([OH:38])([CH:20]([CH3:37])[CH2:21][CH:22]2[O:35][CH3:36])[C:18](=[O:39])[C:17](=[O:40])[N:16]2[CH:11]([CH2:12][CH2:13][CH2:14][CH2:15]2)[C:10](=[O:41])[O:9][CH:8]([C:42]([CH3:53])=[CH:43][CH:44]2[CH2:49][CH2:48][CH:47]([OH:50])[CH:46]([O:51][CH3:52])[CH2:45]2)[CH:7]([CH3:54])[CH:6]([O:55][Si:56]([CH:63]([CH3:65])[CH3:64])([CH:60]([CH3:62])[CH3:61])[CH:57]([CH3:59])[CH3:58])[CH2:5][C:4]1=[O:66])[CH3:2].C(N(C(C)C)CC)(C)C.[N+:76]([C:79]1[CH:84]=[CH:83][CH:82]=[CH:81][C:80]=1[S:85](Cl)(=[O:87])=[O:86])([O-:78])=[O:77]>C(Cl)Cl.CN(C)C1C=CN=CC=1>[CH2:1]([CH:3]1[CH:29]=[C:28]([CH3:30])[CH2:27][CH:26]([CH3:31])[CH2:25][CH:24]([O:32][CH3:33])[CH:23]2[O:34][C:19]([OH:38])([CH:20]([CH3:37])[CH2:21][CH:22]2[O:35][CH3:36])[C:18](=[O:39])[C:17](=[O:40])[N:16]2[CH:11]([CH2:12][CH2:13][CH2:14][CH2:15]2)[C:10](=[O:41])[O:9][CH:8]([C:42]([CH3:53])=[CH:43][CH:44]2[CH2:49][CH2:48][CH:47]([O:50][S:85]([C:80]3[CH:81]=[CH:82][CH:83]=[CH:84][C:79]=3[N+:76]([O-:78])=[O:77])(=[O:86])=[O:87])[CH:46]([O:51][CH3:52])[CH2:45]2)[CH:7]([CH3:54])[CH:6]([O:55][Si:56]([CH:60]([CH3:62])[CH3:61])([CH:57]([CH3:59])[CH3:58])[CH:63]([CH3:65])[CH3:64])[CH2:5][C:4]1=[O:66])[CH3:2]. Procedure: A solution of 17-ethyl-1-hydroxy-14-triisopropylsilyloxy-12-[2'-(4"-hydroxy-3"-methoxycyclohexyl)-1'-methylvinyl]-23,25-dimethoxy-13,19,21,27-tetramethyl-11,28-dioxa-4-azatricyclo[22.3.1.04,9 ]-octacos-18-ene-2,3,10,16-tetraone(1.0 g, 1.06 mmol) in MeCl2 (20 ml) containing 4-dimethylaminopyridine (312 mg, 2.55 mmol) and diisopropylethylamine (319 mg, 2.47 mmol) was treated with o-nitrobenzenesulfonyl chloride (476 mg, 2.14 mmol). After stirring at RT for 18 hr, the reaction mixture was diluted w... Reactants: NCCNS(=O)(=O)C=1C=2C=CN=CC2C=CC1 (N-(2-aminoethyl)-5-isoquinolinesulfonamide), CO (methanol), [Na] (sodium), ice water, ClC1=CC=C(C=CC(C)=O)C=C1 (p-chlorobenzalacetone). Run at time 36 hour. Product: ClC1=CC=C(C=C(CNCCNS(=O)(=O)C=2C=3C=CN=CC3C=CC2)C)C=C1 (N-[2-(4-Chloro-α-Methylcinnamylamino)Ethyl]-5-Isoquinolinesulfonamide). Reaction SMILES: [NH2:1][CH2:2][CH2:3][NH:4][S:5]([C:8]1[C:9]2[CH:10]=[CH:11][N:12]=[CH:13][C:14]=2[CH:15]=[CH:16][CH:17]=1)(=[O:7])=[O:6].[Cl:18][C:19]1[CH:29]=[CH:28][C:22]([CH:23]=[CH:24][C:25](=O)C)=[CH:21][CH:20]=1.[Na].[CH3:31]O>>[Cl:18][C:19]1[CH:20]=[CH:21][C:22]([CH:23]=[C:24]([CH3:25])[CH2:31][NH:1][CH2:2][CH2:3][NH:4][S:5]([C:8]2[C:9]3[CH:10]=[CH:11][N:12]=[CH:13][C:14]=3[CH:15]=[CH:16][CH:17]=2)(=[O:7])=[O:6])=[CH:28][CH:29]=1 |^1:29|. Reported procedure: 7.30 g of N-(2-aminoethyl)-5-isoquinolinesulfonamide was dissolved in 150 ml of methanol, to the solution was added 6.30 g of p-chlorobenzalacetone, and the mixture was stirred at a room temperature for 36 hours. After addition of 1.32 g of sodium tetrahydrideborate with ice-water cooling, the mixture was stirred for 30 minutes. The reaction mixture was concentrated to half of original volume under a reduced pressure, and after adding 300 ml of ethyl acetate, washed three times with water. The a...